Dataset: the Open Reaction Database (ORD), a public repository of structured organic reaction records. Task: describe an organic reaction: reactants, conditions, products, and yield Reactants: CN(C)C=O, Cl, CC(n1cncn1)C1(c2ccc(F)cc2F)CO1, [H-], [Na+], O, COC(=O)CCS. Yields the product CC(n1cncn1)C(O)(CS)c1ccc(F)cc1F. As a reaction SMILES: [CH3:29][N:30]([CH3:31])[CH:32]=[O:33].[ClH:28].[F:10][c:11]1[c:12]([C:18]2([CH:21]([CH3:22])[n:23]3[n:24][cH:25][n:26][cH:27]3)[O:19][CH2:20]2)[cH:13][cH:14][c:15]([F:17])[cH:16]1.[H-:8].[Na+:9].[OH2:34].[SH:1][CH2:2][CH2:3][C:4]([O:5][CH3:6])=[O:7]>>[SH:1][CH2:20][C:18]([c:12]1[c:11]([F:10])[cH:16][c:15]([F:17])[cH:14][cH:13]1)([OH:19])[CH:21]([CH3:22])[n:23]1[n:24][cH:25][n:26][cH:27]1. Starting materials: COCCNCc1ccc(OC)cc1, CO, COc1ccc(CN(c2cc(Cl)nn3c(C#N)cnc23)C2CC2)cc1, O=C(O)C(F)(F)F. Product: COCCN(Cc1ccc(OC)cc1)c1cc(Cl)nn2c(C#N)cnc12. Reaction SMILES: [CH3:1][O:2][CH2:3][CH2:4][NH:5][CH2:6][c:7]1[cH:8][cH:9][c:10]([O:13][CH3:14])[cH:11][cH:12]1.[CH3:47][OH:48].[Cl:15][c:16]1[cH:17][c:18]([N:27]([CH:28]2[CH2:29][CH2:30]2)[CH2:31][c:32]2[cH:33][cH:34][c:35]([O:36][CH3:37])[cH:38][cH:39]2)[c:19]2[n:20]([n:21]1)[c:22]([C:25]#[N:26])[cH:23][n:24]2.[F:40][C:41]([F:42])([F:43])[C:44]([OH:45])=[O:46]>>[CH3:1][O:2][CH2:3][CH2:4][N:5]([CH2:6][c:7]1[cH:8][cH:9][c:10]([O:13][CH3:14])[cH:11][cH:12]1)[c:18]1[cH:17][c:16]([Cl:15])[n:21][n:20]2[c:19]1[n:24][cH:23][c:22]2[C:25]#[N:26]. The reactants are C(C)C1C(CC(C(C(OC(C2CCCCN2C(C(C2(C(CC(C(C(CC(C(C(=C1)C)F)C)OC)O2)OC)C)O)=O)=O)=O)C(=CC2CC(C(CC2)OC2=CC1=CC=C(C=C1C=C2)O[Si](C)(C)C(C)(C)C)OC)C)C)O)=O (17-ethyl-20-fluoro-1,14-dihydroxy-12-[2'-(4"-(6'"-tert-butyldimethylsilyloxynaphth-2-yloxy)-3"-methoxycyclohexyl)-1'-methylvinyl]-23,25-dimethoxy-13,19,21,27-tetramethyl-11,28-dioxa-4-azatricyclo[22.3.1.04,9 ]octacos-18-ene-2,3,10,16-tetraone), C1(=CC=C(C=C1)S(=O)(=O)O)C (p-toluenesulfonic acid). Run in C(Cl)Cl (CH2Cl2), CO (methanol). Run at time 4 hour. Yields the product C(C)C1C(CC(C(C(OC(C2CCCCN2C(C(C2(C(CC(C(C(CC(C(C(=C1)C)F)C)OC)O2)OC)C)O)=O)=O)=O)C(=CC2CC(C(CC2)OC2=CC1=CC=C(C=C1C=C2)O)OC)C)C)O)=O (17-Ethyl-20-fluoro-1,14-dihydroxy-12-[2'-(4"-(6'"-hydroxynaphth-2-yloxy)-3-methoxycyclohexyl)-1'-methylvinyl]-23,25-dimethoxy-13,19,21,27-tetramethyl-11,28-dioxa-4-azatricyclo[22.3.1.04,9 ]octacos-18-ene-2,3,10,16-tetraone). Reaction SMILES: [CH2:1]([CH:3]1[CH:29]=[C:28]([CH3:30])[CH:27]([F:31])[CH:26]([CH3:32])[CH2:25][CH:24]([O:33][CH3:34])[CH:23]2[O:35][C:19]([OH:39])([CH:20]([CH3:38])[CH2:21][CH:22]2[O:36][CH3:37])[C:18](=[O:40])[C:17](=[O:41])[N:16]2[CH:11]([CH2:12][CH2:13][CH2:14][CH2:15]2)[C:10](=[O:42])[O:9][CH:8]([C:43]([CH3:72])=[CH:44][CH:45]2[CH2:50][CH2:49][CH:48]([O:51][C:52]3[CH:61]=[CH:60][C:59]4[C:54](=[CH:55][CH:56]=[C:57]([O:62][Si](C(C)(C)C)(C)C)[CH:58]=4)[CH:53]=3)[CH:47]([O:70][CH3:71])[CH2:46]2)[CH:7]([CH3:73])[CH:6]([OH:74])[CH2:5][C:4]1=[O:75])[CH3:2].C1(C)C=CC(S(O)(=O)=O)=CC=1>C(Cl)Cl.CO>[CH2:1]([CH:3]1[CH:29]=[C:28]([CH3:30])[CH:27]([F:31])[CH:26]([CH3:32])[CH2:25][CH:24]([O:33][CH3:34])[CH:23]2[O:35][C:19]([OH:39])([CH:20]([CH3:38])[CH2:21][CH:22]2[O:36][CH3:37])[C:18](=[O:40])[C:17](=[O:41])[N:16]2[CH:11]([CH2:12][CH2:13][CH2:14][CH2:15]2)[C:10](=[O:42])[O:9][CH:8]([C:43]([CH3:72])=[CH:44][CH:45]2[CH2:50][CH2:49][CH:48]([O:51][C:52]3[CH:61]=[CH:60][C:59]4[C:54](=[CH:55][CH:56]=[C:57]([OH:62])[CH:58]=4)[CH:53]=3)[CH:47]([O:70][CH3:71])[CH2:46]2)[CH:7]([CH3:73])[CH:6]([OH:74])[CH2:5][C:4]1=[O:75])[CH3:2]. Procedure details: To a stirred solution of 17-ethyl-20-fluoro-1,14-dihydroxy-12-[2'-(4"-(6'"-tert-butyldimethylsilyloxynaphth-2-yloxy)-3"-methoxycyclohexyl)-1'-methylvinyl]-23,25-dimethoxy-13,19,21,27-tetramethyl-11,28-dioxa-4-azatricyclo[22.3.1.04,9 ]octacos-18-ene-2,3,10,16-tetraone (73 mg, 0.07 mmol) in CH2Cl2 (2 mL) was added a solution of p-toluenesulfonic acid in methanol (2 mL, 10% solution). The flask is capped and the mixture stirred 4 hours. The reaction is quenched with saturated aqueous NaHCO3 and ext... The reactants are S1C(SC2=C1C=CC=C2)=NN2C(SCC2=O)=S (3-[(1,3-Benzodithiol-2-ylidene)amino]-2-thioxo-4-thiazolidinone), C(CCCCCCC)=O (octanal). Solvent: C(OC)COC (glyme). Reported procedure: A slurry of 2.0 g of 3-[(1,3-benzodithiol-2-ylidene)amino]-2-thioxo-4-thiazolidinone (see example 37), octanal (15 ml, excess) and acetic acid/piperidine (10 drops) in anhydrous glyme (400 ml) is heated at reflux for 18 hours. The reaction mixture is chilled in an ice bath and the resultant precipitate collected by filtration. The precipitate is recrystallized twice from dimethylformamide to yield 1.02 g of the title compound, melting point 185° C. Yields the product S1C(SC2=C1C=CC=C2)=NN2C(SC(C2=O)=CCCCCCCC)=S (3-[(1,3-Benzodithiol-2-ylidene)amino]-5-octylidene-2-thioxo-4-thiazolidinon). Reaction SMILES: [S:1]1[C:5]2[CH:6]=[CH:7][CH:8]=[CH:9][C:4]=2[S:3][C:2]1=[N:10][N:11]1[C:15](=[O:16])[CH2:14][S:13][C:12]1=[S:17].[CH:18](=O)[CH2:19][CH2:20][CH2:21][CH2:22][CH2:23][CH2:24][CH3:25]>C(O)(=O)C.N1CCCCC1.C(COC)OC>[S:1]1[C:5]2[CH:6]=[CH:7][CH:8]=[CH:9][C:4]=2[S:3][C:2]1=[N:10][N:11]1[C:15](=[O:16])[C:14](=[CH:18][CH2:19][CH2:20][CH2:21][CH2:22][CH2:23][CH2:24][CH3:25])[S:13][C:12]1=[S:17] |f:2.3|. Reagents/catalysts: C(C)(=O)O.N1CCCCC1 (acetic acid piperidine).